From a dataset of the Open Reaction Database (ORD), a public repository of structured organic reaction records. describe an organic reaction: reactants, conditions, products, and yield Procedure details: 4-{[4-{3-cyano-2-[4-(7-{[2-(trimethylsilyl)ethoxy]methyl}-7H-pyrrolo[2,3-d]pyrimidin-4-yl)-1H-pyrazol-1-yl]propyl}-3-(methoxymethyl)piperazin-1-yl]carbonyl}-3-fluorobenzonitrile (12 mg, 0.018 mmol; Peak 2 from Step 5) was dissolved in a 1:1 mixture of TFA:DCM (3 mL) and was stirred for 1 h. Solvent was removed in vacuo. The residue was then stirred in a solution of methanol (1.5 mL), containing ammonium hydroxide solution (0.15 mL). Purification via preparative HPLC-MS (C18 eluting with a gradie... Isolated yield 68.5%. Starting materials: C(#N)CC(CN1C(CN(CC1)C(=O)C1=C(C=C(C#N)C=C1)F)COC)N1N=CC(=C1)C=1C2=C(N=CN1)N(C=C2)COCC[Si](C)(C)C (4-{[4-{3-cyano-2-[4-(7-{[2-(trimethylsilyl)ethoxy]methyl}-7H-pyrrolo[2,3-d]pyrimidin-4-yl)-1H-pyrazol-1-yl]propyl}-3-(methoxymethyl)piperazin-1-yl]carbonyl}-3-fluorobenzonitrile), C(Cl)Cl (DCM). Product: C(#N)CC(CN1C(CN(CC1)C(=O)C1=C(C=C(C#N)C=C1)F)COC)N1N=CC(=C1)C=1C2=C(N=CN1)NC=C2 (4-{[4-{3-cyano-2-[4-(7H-pyrrolo[2,3-d]pyrimidin-4-yl)-1H-pyrazol-1-yl]propyl}-3-(methoxymethyl)piperazin-1-yl]carbonyl}-3-fluorobenzonitrile). Solvent: C(=O)(C(F)(F)F)O (TFA). RXN SMILES: [C:1]([CH2:3][CH:4]([N:26]1[CH:30]=[C:29]([C:31]2[C:32]3[CH:39]=[CH:38][N:37](COCC[Si](C)(C)C)[C:33]=3[N:34]=[CH:35][N:36]=2)[CH:28]=[N:27]1)[CH2:5][N:6]1[CH2:11][CH2:10][N:9]([C:12]([C:14]2[CH:21]=[CH:20][C:17]([C:18]#[N:19])=[CH:16][C:15]=2[F:22])=[O:13])[CH2:8][CH:7]1[CH2:23][O:24][CH3:25])#[N:2].C(Cl)Cl>C(O)(C(F)(F)F)=O>[C:1]([CH2:3][CH:4]([N:26]1[CH:30]=[C:29]([C:31]2[C:32]3[CH:39]=[CH:38][NH:37][C:33]=3[N:34]=[CH:35][N:36]=2)[CH:28]=[N:27]1)[CH2:5][N:6]1[CH2:11][CH2:10][N:9]([C:12]([C:14]2[CH:21]=[CH:20][C:17]([C:18]#[N:19])=[CH:16][C:15]=2[F:22])=[O:13])[CH2:8][CH:7]1[CH2:23][O:24][CH3:25])#[N:2]. Starting materials: O=C([O-])[O-], CC(C)(C)C1Cc2ccccc2N1, [K+], O=[N+]([O-])[O-], [Na+], [Na+], O=S(=O)(O)O. Product: CC(C)(C)C1Cc2ccc([N+](=O)[O-])cc2N1. As a reaction SMILES: [C:19](=[O:20])([O-:21])[O-:22].[C:1]([CH3:2])([CH3:3])([CH3:4])[CH:5]1[NH:6][c:7]2[cH:8][cH:9][cH:10][cH:11][c:12]2[CH2:13]1.[K+:18].[N+:14](=[O:15])([O-:16])[O-:17].[Na+:23].[Na+:24].[S:25](=[O:26])(=[O:27])([OH:28])[OH:29]>>[C:1]([CH3:2])([CH3:3])([CH3:4])[CH:5]1[NH:6][c:7]2[cH:8][c:9]([N+:14](=[O:15])[O-:16])[cH:10][cH:11][c:12]2[CH2:13]1.